describe an organic reaction: reactants, conditions, products, and yield From a dataset of the Open Reaction Database (ORD), a public repository of structured organic reaction records. Starting materials: OCC(O)CBr, NC(=O)OCc1ccccc1, O=C([O-])O, Cc1ccccc1, O=C1CCNCC1, [Na+], Cc1ccc(S(=O)(=O)O)cc1. Yields the product NC(=O)OCc1ccccc1, BrCC1COC2(CCNCC2)O1. RXN SMILES: [Br:19][CH2:20][CH:21]([CH2:22][OH:23])[OH:24].[C:1]([NH2:2])([O:3][CH2:4][c:5]1[cH:6][cH:7][cH:8][cH:9][cH:10]1)=[O:11].[C:36](=[O:37])([OH:38])[O-:39].[CH3:41][c:42]1[cH:43][cH:44][cH:45][cH:46][cH:47]1.[NH:12]1[CH2:13][CH2:14][C:15](=[O:18])[CH2:16][CH2:17]1.[Na+:40].[c:25]1([CH3:26])[cH:27][cH:28][c:29]([S:30]([OH:31])(=[O:32])=[O:33])[cH:34][cH:35]1>>[C:1]([NH2:2])([O:3][CH2:4][c:5]1[cH:6][cH:7][cH:8][cH:9][cH:10]1)=[O:11].[NH:12]1[CH2:13][CH2:14][C:15]2([CH2:16][CH2:17]1)[O:18][CH:21]([CH2:20][Br:19])[CH2:22][O:23]2. Reactants: COC(=O)C1CC(=O)N(c2ccc(O)cc2)C1, OCc1c(F)cc(F)cc1F. The product is COC(=O)C1CC(=O)N(c2ccc(OCc3c(F)cc(F)cc3F)cc2)C1. Reaction SMILES: [CH3:1][O:2][C:3](=[O:4])[CH:5]1[CH2:6][N:7]([c:11]2[cH:12][cH:13][c:14]([OH:17])[cH:15][cH:16]2)[C:8](=[O:10])[CH2:9]1.[F:18][c:19]1[c:20]([CH2:21][OH:22])[c:23]([F:28])[cH:24][c:25]([F:27])[cH:26]1>>[CH3:1][O:2][C:3](=[O:4])[CH:5]1[CH2:6][N:7]([c:11]2[cH:12][cH:13][c:14]([O:17][CH2:21][c:20]3[c:19]([F:18])[cH:26][c:25]([F:27])[cH:24][c:23]3[F:28])[cH:15][cH:16]2)[C:8](=[O:10])[CH2:9]1. Starting materials: CCO, Cl, O=C(O)CCC(=O)c1ccc(-c2cccc(F)c2)cc1, NO, [Na+], [Na+], O=C([O-])[O-]. The product is O=C(O)CCC(=NO)c1ccc(-c2cccc(F)c2)cc1. RXN SMILES: [CH3:30][CH2:31][OH:32].[ClH:21].[F:1][c:2]1[cH:3][c:4](-[c:8]2[cH:9][cH:10][c:11]([C:14]([CH2:15][CH2:16][C:17](=[O:18])[OH:19])=[O:20])[cH:12][cH:13]2)[cH:5][cH:6][cH:7]1.[NH2:22][OH:23].[Na+:24].[Na+:25].[O-:26][C:27](=[O:28])[O-:29]>>[F:1][c:2]1[cH:3][c:4](-[c:8]2[cH:9][cH:10][c:11]([C:14]([CH2:15][CH2:16][C:17](=[O:18])[OH:19])=[N:22][OH:23])[cH:12][cH:13]2)[cH:5][cH:6][cH:7]1. The reactants are CC(C)(C)[Si](C)(C)Oc1cccc2[nH]c(C(F)F)nc12, CC(C)=O, Clc1nc(Cl)nc(N2CCOCC2)n1. Yields the product CC(C)(C)[Si](C)(C)Oc1cccc2c1nc(C(F)F)n2-c1nc(Cl)nc(N2CCOCC2)n1. Reaction SMILES: [C:1]([CH3:2])([CH3:3])([CH3:4])[Si:5]([O:6][c:7]1[cH:8][cH:9][cH:10][c:11]2[nH:12][c:13]([CH:16]([F:17])[F:18])[n:14][c:15]12)([CH3:19])[CH3:20].[CH3:35][C:36](=[O:37])[CH3:38].[Cl:21][c:22]1[n:23][c:24]([N:29]2[CH2:30][CH2:31][O:32][CH2:33][CH2:34]2)[n:25][c:26]([Cl:28])[n:27]1>>[C:1]([CH3:2])([CH3:3])([CH3:4])[Si:5]([O:6][c:7]1[cH:8][cH:9][cH:10][c:11]2[n:12](-[c:26]3[n:25][c:24]([N:29]4[CH2:30][CH2:31][O:32][CH2:33][CH2:34]4)[n:23][c:22]([Cl:21])[n:27]3)[c:13]([CH:16]([F:17])[F:18])[n:14][c:15]12)([CH3:19])[CH3:20]. Solvent: CO (MeOH). Isolated yield 123.9%. RXN SMILES: CC1(C)[N:6]2[C:7](=[O:12])[C:8]([CH3:11])([CH3:10])[CH2:9][C@@H:5]2[CH2:4][O:3]1.CC1C=CC(S(O)(=O)=O)=CC=1>CO>[OH:3][CH2:4][C@@H:5]1[NH:6][C:7](=[O:12])[C:8]([CH3:11])([CH3:10])[CH2:9]1. Product: OC[C@H]1CC(C(N1)=O)(C)C ((R)-5-(hydroxymethyl)-3,3-dimethylpyrrolidin-2-one). Reactants: CC1(OC[C@@H]2N1C(C(C2)(C)C)=O)C ((R)-3,3,6,6-tetramethyltetrahydropyrrolo[1,2-c]oxazol-5(3H)-one), CC=1C=CC(=CC1)S(=O)(=O)O (p-TSA). Procedure: To a stirred suspension of (R)-3,3,6,6-tetramethyltetrahydropyrrolo[1,2-c]oxazol-5(3H)-one (D35) (714 mg, 3.89 mmol) in MeOH (15 ml), p-TSA (74 mg, 0.39 mmol) was added and the resulting mixture was heated at reflux for 2 hrs. Solvent was evaporated off and the residue was loaded on SPE-SCX cartridge (5 g). The cartridge was washed with MeOH (3 column volume). The methanolic phase was collected and evaporated to afford the title compound (D36) (690 mg) Starting materials: [Al+3], CC(=O)Cl, COc1cccc2sc(=O)[nH]c12, [Cl-], [Cl-], [Cl-], ClCCl. Yields the product COc1ccc(C(C)=O)c2sc(=O)[nH]c12. RXN SMILES: [Al+3:18].[CH3:13][C:14]([Cl:15])=[O:16].[CH3:1][O:2][c:3]1[cH:4][cH:5][cH:6][c:7]2[c:8]1[nH:9][c:10](=[O:12])[s:11]2.[Cl-:17].[Cl-:19].[Cl-:20].[Cl:21][CH2:22][Cl:23]>>[CH3:1][O:2][c:3]1[cH:4][cH:5][c:6]([C:14]([CH3:13])=[O:16])[c:7]2[c:8]1[nH:9][c:10](=[O:12])[s:11]2. The reactants are IC1=CC=C(C=C1)OC(F)(F)F (1-iodo-4-trifluoromethoxy-benzene), cuprous iodide, KHSO4 ice water, C(CCC#C)O (4-Pentyn-1-ol). The reagents and catalysts are C=1C=CC(=CC1)[P](C=2C=CC=CC2)(C=3C=CC=CC3)[Pd]([P](C=4C=CC=CC4)(C=5C=CC=CC5)C=6C=CC=CC6)([P](C=7C=CC=CC7)(C=8C=CC=CC8)C=9C=CC=CC9)[P](C=1C=CC=CC1)(C=1C=CC=CC1)C=1C=CC=CC1 (Pd(PPh3)4). Run in N1CCCCC1 (piperidine). Conditions: temperature 50 celsius, time 30 minute. Yields the product FC(OC1=CC=C(C=C1)C#CCCCO)(F)F (5-(4-Trifluoromethoxy-phenyl)-pent-4-yn-1-ol). The yield is 81.8%. RXN SMILES: I[C:2]1[CH:7]=[CH:6][C:5]([O:8][C:9]([F:12])([F:11])[F:10])=[CH:4][CH:3]=1.[CH2:13]([OH:18])[CH2:14][CH2:15][C:16]#[CH:17]>N1CCCCC1.C1C=CC([P]([Pd]([P](C2C=CC=CC=2)(C2C=CC=CC=2)C2C=CC=CC=2)([P](C2C=CC=CC=2)(C2C=CC=CC=2)C2C=CC=CC=2)[P](C2C=CC=CC=2)(C2C=CC=CC=2)C2C=CC=CC=2)(C2C=CC=CC=2)C2C=CC=CC=2)=CC=1>[F:10][C:9]([F:12])([F:11])[O:8][C:5]1[CH:6]=[CH:7][C:2]([C:17]#[C:16][CH2:15][CH2:14][CH2:13][OH:18])=[CH:3][CH:4]=1 |^1:28,30,49,68|. Procedure details: A mixture of 1-iodo-4-trifluoromethoxy-benzene (5 g, 17 mmol), Pd(PPh3)4 (973 mg, 1 mmol) and cuprous iodide (160 mg, 1 mmol) in piperidine (130 ml) was stirred for 30 min at 50° C. under an argon atmosphere. 4-Pentyn-1-ol (2.13 g, 25 mmol) was added within 60 min at 50° C. The temperature was raised to 80° C. and the mixture was stirred for 3 h at this temperature. The reaction mixture was cooled to ambient temperature, poured into a solution of saturated aqueous 10% KHSO4/ice water 1/1 and ext... The reactants are CCOC(C)=O, CN1CCCC1=O, CCc1cccc(CC)c1-c1cc(Cl)c(CN2CCOC(C)(C)C2)c(C)n1, [Cu], [K+], [K+], O=C([O-])[O-], O, NC(=O)c1ccc(O)cc1O. Yields the product CCc1cccc(CC)c1-c1cc(Oc2ccc(C(N)=O)c(O)c2)c(CN2CCOC(C)(C)C2)c(C)n1. RXN SMILES: [CH3:45][CH2:46][O:47][C:48]([CH3:49])=[O:50].[CH3:51][N:52]1[CH2:53][CH2:54][CH2:55][C:56]1=[O:57].[Cl:1][c:2]1[c:3]([CH2:19][N:20]2[CH2:21][C:22]([CH3:26])([CH3:27])[O:23][CH2:24][CH2:25]2)[c:4]([CH3:18])[n:5][c:6](-[c:8]2[c:9]([CH2:16][CH3:17])[cH:10][cH:11][cH:12][c:13]2[CH2:14][CH3:15])[cH:7]1.[Cu:58].[K+:39].[K+:40].[O-:41][C:42]([O-:43])=[O:44].[OH2:59].[OH:28][c:29]1[c:30]([C:31](=[O:32])[NH2:33])[cH:34][cH:35][c:36]([OH:38])[cH:37]1>>[c:2]1([O:38][c:36]2[cH:35][cH:34][c:30]([C:31](=[O:32])[NH2:33])[c:29]([OH:28])[cH:37]2)[c:3]([CH2:19][N:20]2[CH2:21][C:22]([CH3:26])([CH3:27])[O:23][CH2:24][CH2:25]2)[c:4]([CH3:18])[n:5][c:6](-[c:8]2[c:9]([CH2:16][CH3:17])[cH:10][cH:11][cH:12][c:13]2[CH2:14][CH3:15])[cH:7]1.